The task is: describe an organic reaction: reactants, conditions, products, and yield. This data is from the Open Reaction Database (ORD), a public repository of structured organic reaction records. RXN SMILES: [CH2:18]([CH3:19])[c:20]1[c:21]([OH:30])[c:22]([C:27]([CH3:28])=[O:29])[cH:23][cH:24][c:25]1[OH:26].[OH:1][CH2:2][c:3]1[cH:4][c:5]([S:9][c:10]2[cH:11][n:12][cH:13][c:14]([C:15]#[N:16])[cH:17]2)[cH:6][cH:7][cH:8]1>>[O:1]([CH2:2][c:3]1[cH:4][c:5]([S:9][c:10]2[cH:11][n:12][cH:13][c:14]([C:15]#[N:16])[cH:17]2)[cH:6][cH:7][cH:8]1)[c:25]1[c:20]([CH2:18][CH3:19])[c:21]([OH:30])[c:22]([C:27]([CH3:28])=[O:29])[cH:23][cH:24]1. Starting materials: CCc1c(O)ccc(C(C)=O)c1O, N#Cc1cncc(Sc2cccc(CO)c2)c1. Yields the product CCc1c(OCc2cccc(Sc3cncc(C#N)c3)c2)ccc(C(C)=O)c1O. Reactants: Br (hydrogen bromide), BrC=1C=C(CC(=CCC2=CC(=CC=C2)Br)CC2=CC(=CC=C2)Br)C=CC1 (1,1,2-tris(3-bromobenzyl)-ethene). The solvent is C(C)(=O)O (acetic acid), C(C)(=O)O (acetic acid). Conditions: time 48 hour. Yields the product BrC=1C=C(CC(Br)(CC2=CC(=CC=C2)Br)CC2=CC(=CC=C2)Br)C=CC1 (Tris(3-bromobenzyl)bromomethane). RXN SMILES: [BrH:1].[Br:2][C:3]1[CH:4]=[C:5]([CH:25]=[CH:26][CH:27]=1)[CH2:6][C:7]([CH2:17][C:18]1[CH:23]=[CH:22][CH:21]=[C:20]([Br:24])[CH:19]=1)=[CH:8]CC1C=CC=C(Br)C=1>C(O)(=O)C>[Br:24][C:20]1[CH:19]=[C:18]([CH:23]=[CH:22][CH:21]=1)[CH2:17][C:7]([CH2:8][C:26]1[CH:25]=[CH:5][CH:4]=[C:3]([Br:2])[CH:27]=1)([CH2:6][C:5]1[CH:25]=[CH:26][CH:27]=[C:3]([Br:2])[CH:4]=1)[Br:1]. Procedure details: 500 ml of a 30% by weight solution of hydrogen bromide in glacial acetic acid were added dropwise to a solution of 140.7 g (270 mmol) of 1,1,2-tris(3-bromobenzyl)-ethene in 1000 ml of glacial acetic acid. After the mixture had been stirred at room temperature for 48 h, the colourless precipitate was filtered off with suction, washed twice with 200 ml of glacial acetic acid each time and subsequently dried under reduced pressure. The yield, with a purity of about 97%, was 157.2 g (261 mmol), corr... The reactants are [Li]CCCC, CSSC, Cl, O=C(O)c1ccc(C(F)(F)F)c(F)c1, C1CCOC1. The product is CSc1c(C(=O)O)ccc(C(F)(F)F)c1F. RXN SMILES: [CH2:15]([Li:16])[CH2:17][CH2:18][CH3:19].[CH3:20][S:21][S:22][CH3:23].[ClH:24].[F:1][c:2]1[cH:3][c:4]([C:5](=[O:6])[OH:7])[cH:8][cH:9][c:10]1[C:11]([F:12])([F:13])[F:14].[O:25]1[CH2:26][CH2:27][CH2:28][CH2:29]1>>[F:1][c:2]1[c:3]([S:21][CH3:20])[c:4]([C:5](=[O:6])[OH:7])[cH:8][cH:9][c:10]1[C:11]([F:12])([F:13])[F:14]. The reactants are ice, C1(=CC=CC=C1)C1C(CNC1)NC(OC(C)(C)C)=O (tert-butyl (4-phenylpyrrolidin-3-yl)carbamate), CCN(C(C)C)C(C)C (DIPEA), C(C)(=O)Cl (acetyl chloride). Solvent: C(Cl)Cl (DCM), C(Cl)Cl (DCM). Reaction conditions: time 1 hour. The product is C(C)(=O)N1CC(C(C1)C1=CC=CC=C1)NC(OC(C)(C)C)=O (tert-butyl (1-acetyl-4-phenylpyrrolidin-3-yl)carbamate). Reaction SMILES: [C:1]1([CH:7]2[CH2:11][NH:10][CH2:9][CH:8]2[NH:12][C:13](=[O:19])[O:14][C:15]([CH3:18])([CH3:17])[CH3:16])[CH:6]=[CH:5][CH:4]=[CH:3][CH:2]=1.[C:20](Cl)(=[O:22])[CH3:21].CCN(C(C)C)C(C)C>C(Cl)Cl>[C:20]([N:10]1[CH2:11][CH:7]([C:1]2[CH:2]=[CH:3][CH:4]=[CH:5][CH:6]=2)[CH:8]([NH:12][C:13](=[O:19])[O:14][C:15]([CH3:16])([CH3:18])[CH3:17])[CH2:9]1)(=[O:22])[CH3:21]. Reported procedure: To an ice cooled stirred solution of tert-butyl (4-phenylpyrrolidin-3-yl)carbamate (prepared as described in J. Med. Chem. 1993, 36, 4139 starting from (2E)-3-phenylprop-2-enoic acid) (1.0 eq.) in dry DCM (0.1M) were slowly added acetyl chloride (4.0 eq.) and DIPEA (4.0 eq.). The reaction mixture was stirred for 1 h at RT, then diluted with DCM, washed with sat. aq. NaHCO3 sol., water and brine. The solution was dried (Na2SO4), filtered and the solvent was removed under reduced pressure. The cru... Reported procedure: 2-(8-Chloro-1,2,3,4-tetrahydro-2-methylpyrido[4,3-b]indol-5-yl)-1-(pyridin-3-yl)ethanol (1 equiv.) is refluxed with 25% sulfuric acid for 2 h. The reaction mixture is cooled to 5° C. with an ice-water bath. KOH (15% aq. solution) is added dropwise to the reaction mixture until pH 9-10 is achieved. The reaction mixture is extracted with EtOAc. The combined organic layers are washed with water followed by brine, dried over sodium sulfate and evaporated under vacuum. The crude product is purified b... Starting materials: ClC1=CC=2C3=C(N(C2C=C1)CC(O)C=1C=NC=CC1)CCN(C3)C (2-(8-Chloro-1,2,3,4-tetrahydro-2-methylpyrido[4,3-b]indol-5-yl)-1-(pyridin-3-yl)ethanol), S(O)(O)(=O)=O (sulfuric acid), [OH-].[K+] (KOH). Yields the product ClC1=CC=2C3=C(N(C2C=C1)\C=C\C=1C=NC=CC1)CCN(C3)C (8-chloro-2,3,4,5-tetrahydro-2-methyl-5-((E)-2-(pyridin-3-yl)vinyl)-1H-pyrido[4,3-b]indole). Run at temperature 5 celsius. As a reaction SMILES: [Cl:1][C:2]1[CH:10]=[CH:9][C:8]2[N:7]([CH2:11][CH:12]([C:14]3[CH:15]=[N:16][CH:17]=[CH:18][CH:19]=3)O)[C:6]3[CH2:20][CH2:21][N:22]([CH3:24])[CH2:23][C:5]=3[C:4]=2[CH:3]=1.S(=O)(=O)(O)O.[OH-].[K+]>>[Cl:1][C:2]1[CH:10]=[CH:9][C:8]2[N:7](/[CH:11]=[CH:12]/[C:14]3[CH:15]=[N:16][CH:17]=[CH:18][CH:19]=3)[C:6]3[CH2:20][CH2:21][N:22]([CH3:24])[CH2:23][C:5]=3[C:4]=2[CH:3]=1 |f:2.3|. The reactants are C(CCCCCCCCCCCCCCCCC)(=O)[O-].[Al+3].C(CCCCCCCCCCCCCCCCC)(=O)[O-].C(CCCCCCCCCCCCCCCCC)(=O)[O-] (Aluminum stearate), Al[CH3(CH2)16CO2]3, OC=1C=CC=C2C=CC=NC12 (8-hydroxyquinoline). Solvent: C1(=CC=CC=C1)C (Toluene), C1(=CC=CC=C1)C (toluene). Product: C1=CC2=C(C(=C1)[O-])N=CC=C2.C1=CC2=C(C(=C1)[O-])N=CC=C2.C1=CC2=C(C(=C1)[O-])N=CC=C2.[Al+3] (tris(8-quinolinolato)aluminum). RXN SMILES: C([O-])(=O)CCCCCCCCCCCCCCCCC.[Al+3:21].C([O-])(=O)CCCCCCCCCCCCCCCCC.C([O-])(=O)CCCCCCCCCCCCCCCCC.[OH:62][C:63]1[CH:64]=[CH:65][CH:66]=[C:67]2[C:72]=1[N:71]=[CH:70][CH:69]=[CH:68]2>C1(C)C=CC=CC=1>[CH:65]1[CH:64]=[C:63]([O-:62])[C:72]2[N:71]=[CH:70][CH:69]=[CH:68][C:67]=2[CH:66]=1.[CH:65]1[CH:64]=[C:63]([O-:62])[C:72]2[N:71]=[CH:70][CH:69]=[CH:68][C:67]=2[CH:66]=1.[CH:65]1[CH:64]=[C:63]([O-:62])[C:72]2[N:71]=[CH:70][CH:69]=[CH:68][C:67]=2[CH:66]=1.[Al+3:21] |f:0.1.2.3,6.7.8.9|. Reported procedure: Aluminum stearate, Al[CH3(CH2)16CO2]3, (10.0 g, Fisher Scientific Co., Pittsburgh, Pa., technical grade) was placed in a 250 mL round bottomed flask equipped with a magnetic stir bar and a reflux condenser. Toluene (50 mL) was added to give a white slurry. Separately, a 6.0 g sample of 8-hydroxyquinoline (41.3 mmol) was dissolved in 150 mL of toluene and the solution was gravity filtered through a coarse glass frit into the reaction flask. This removed an insoluble minor impurity found in the 8-...